This data is from the Open Reaction Database (ORD), a public repository of structured organic reaction records. The task is: describe an organic reaction: reactants, conditions, products, and yield Reactants: NC=1C(=CC(=C(C1)N1C=C(C(C2=C(C(=C(C=C12)F)F)C)=O)C(=O)O)F)F (1-(5-Amino-2,4-difluorophenyl)-6,7-difluoro-5-methyl-4-oxo-1,4-dihydroquinoline-3-carboxylic acid), aqueous solution, CN (methylamine). Solvent: N1=CC=CC=C1 (pyridine). Reaction conditions: temperature 60 celsius, time 8 hour. Yields the product NC=1C(=CC(=C(C1)N1C=C(C(C2=C(C(=C(C=C12)NC)F)C)=O)C(=O)O)F)F (1-(5-Amino-2,4-difluorophenyl)-6-fluoro-5-methyl-7-methylamino-4-oxo-1,4-dihydroquinoline-3-carboxylic Acid). RXN SMILES: [NH2:1][C:2]1[C:3]([F:26])=[CH:4][C:5]([F:25])=[C:6]([N:8]2[C:17]3[C:12](=[C:13]([CH3:20])[C:14]([F:19])=[C:15](F)[CH:16]=3)[C:11](=[O:21])[C:10]([C:22]([OH:24])=[O:23])=[CH:9]2)[CH:7]=1.[CH3:27][NH2:28]>N1C=CC=CC=1>[NH2:1][C:2]1[C:3]([F:26])=[CH:4][C:5]([F:25])=[C:6]([N:8]2[C:17]3[C:12](=[C:13]([CH3:20])[C:14]([F:19])=[C:15]([NH:28][CH3:27])[CH:16]=3)[C:11](=[O:21])[C:10]([C:22]([OH:24])=[O:23])=[CH:9]2)[CH:7]=1. Procedure: 1-(5-Amino-2,4-difluorophenyl)-6,7-difluoro-5-methyl-4-oxo-1,4-dihydroquinoline-3-carboxylic acid (200 mg) and a 40% aqueous solution (210 mg) of methylamine were added to pyridine (1 ml), and the mixture was heated and stirred overnight at 60° C. After the reaction mixture was allowed to cool, the solvent was distilled off under reduced pressure. Ethanol was added to the residue to collect solids. The solids were washed successively with ethanol and diethyl ether to obtain the title compound (1... Reactants: O (Water), C([O-])([O-])=O.[Cs+].[Cs+] (Cesium carbonate), ClC=1N=NC(=CC1)Cl (3,6-dichloropyridazine), C(C)OC(CC(=O)OCC)=O (malonic acid diethyl ester). Run in C(C)(=O)OCC (ethyl acetate), CS(=O)C (dimethyl sulfoxide). Conditions: temperature 110 celsius, time 1 hour. Product: C(C)OC(C(C(=O)OCC)C=1N=NC(=CC1)Cl)=O (2-(6-chloro-pyridazin-3-yl)-malonic acid diethyl ester). Reaction SMILES: C(=O)([O-])[O-].[Cs+].[Cs+].[Cl:7][C:8]1[N:9]=[N:10][C:11](Cl)=[CH:12][CH:13]=1.[CH2:15]([O:17][C:18](=[O:25])[CH2:19][C:20]([O:22][CH2:23][CH3:24])=[O:21])[CH3:16].O>CS(C)=O.C(OCC)(=O)C>[CH2:15]([O:17][C:18](=[O:25])[CH:19]([C:11]1[N:10]=[N:9][C:8]([Cl:7])=[CH:13][CH:12]=1)[C:20]([O:22][CH2:23][CH3:24])=[O:21])[CH3:16] |f:0.1.2|. Reported procedure: Cesium carbonate (43.7 g) was added to a solution of 3,6-dichloropyridazine (10.0 g) and malonic acid diethyl ester (15.2 mL) in dimethyl sulfoxide (20 mL) at room temperature. The mixture was stirred at 110° C. for 1 h and then cooled to room temperature. Water and ethyl acetate were added and the resulting mixture was filtered over Celite. The aqueous phase of the filtrate was separated and extracted twice with ethyl acetate. The extracts and the organic phase of the filtrate were combined and... Reactants: [H][H] (hydrogen), [H][H] (hydrogen), N[C@@H](CC1=CC=CC=C1)CO (L-phenylalaninol), CC(=O)C (acetone). The reagents and catalysts are [Pt]=O (platinum oxide). The solvent is C(C)O (ethanol). Yields the product C(C)(C)N[C@@H](CC1=CC=CC=C1)CO (N-isopropyl-L-phenylalaninol). As a reaction SMILES: [NH2:1][C@H:2]([CH2:10][OH:11])[CH2:3][C:4]1[CH:9]=[CH:8][CH:7]=[CH:6][CH:5]=1.[H][H].[CH3:14][C:15]([CH3:17])=O>C(O)C.[Pt]=O>[CH:15]([NH:1][C@H:2]([CH2:10][OH:11])[CH2:3][C:4]1[CH:5]=[CH:6][CH:7]=[CH:8][CH:9]=1)([CH3:17])[CH3:14]. Reported procedure: L-phenylalaninol (31.3 g) was dissolved in a mixture of acetone (23 ml) and ethanol (120 ml). The solution was shaken in an atmosphere of hydrogen in the presence of platinum oxide (0.1 g) until the calculated amount of hydrogen was absorbed. The catalyst was filtered off and the filtrate was concentrated to dryness under reduced pressure to give N-isopropyl-L-phenylalaninol (40 g), mp 65°-66° C., [α]D -5.4°. Starting materials: C1(=CC=CC=C1)[C@H](C)NC1=NC=CC(=N1)N1C=NC2=C1C=CC(=C2)I (2-[(S)-1-Phenylethylamino]-4-[5-iodobenzimidazol-1-yl]pyrimidine), NC1=C(C=CC=C1)B(O)O (2-aminophenylboronic acid). Product: C1(=CC=CC=C1)[C@H](C)NC1=NC=CC(=N1)N1C=NC2=C1C=CC(=C2)C2=C(C=CC=C2)N (2-[(S)-1-Phenylethylamino]-4-[5-(2-aminophenyl)benzimidazol-1-yl]pyrimidine). RXN SMILES: [C:1]1([C@@H:7]([NH:9][C:10]2[N:15]=[C:14]([N:16]3[C:20]4[CH:21]=[CH:22][C:23](I)=[CH:24][C:19]=4[N:18]=[CH:17]3)[CH:13]=[CH:12][N:11]=2)[CH3:8])[CH:6]=[CH:5][CH:4]=[CH:3][CH:2]=1.[NH2:26][C:27]1[CH:32]=[CH:31][CH:30]=[CH:29][C:28]=1B(O)O>>[C:1]1([C@@H:7]([NH:9][C:10]2[N:15]=[C:14]([N:16]3[C:20]4[CH:21]=[CH:22][C:23]([C:28]5[CH:29]=[CH:30][CH:31]=[CH:32][C:27]=5[NH2:26])=[CH:24][C:19]=4[N:18]=[CH:17]3)[CH:13]=[CH:12][N:11]=2)[CH3:8])[CH:6]=[CH:5][CH:4]=[CH:3][CH:2]=1. Procedure details: The title compound was prepared according to the procedure described in EXAMPLE 397, starting from 2-[(S)-1-Phenylethylamino]-4-[5-iodobenzimidazol-1-yl]pyrimidine and 2-aminophenylboronic acid. Mass spectrum (ESI) 437.3 (M+1). Starting materials: solution, C[Si](C)(C)[N-][Si](C)(C)C.[K+] (KHMDS), C(C=C)Br (allyl bromide), O=C1CN([C@H]([C@H](O1)C1=CC=CC=C1)C1=CC=CC=C1)C(=O)OC(C)(C)C (tert-butyl (5S,6R)-2-oxo-5,6-diphenylmorpholine-4-carboxylate), [Cl-].[NH4+] (ammonium chloride). The solvent is C1(=CC=CC=C1)C (toluene), C(C)(=O)OCC (ethyl acetate), C1CCOC1 (THF). Run at temperature -78 celsius, time 10 minute. The product is C(C=C)[C@@H]1N([C@H]([C@H](OC1=O)C1=CC=CC=C1)C1=CC=CC=C1)C(=O)OC(C)(C)C (tert-Butyl (3S,5S,6R)-3-allyl-2-oxo-5,6-diphenylmorpholine-4-carboxylate). As a reaction SMILES: [O:1]=[C:2]1[O:7][C@H:6]([C:8]2[CH:13]=[CH:12][CH:11]=[CH:10][CH:9]=2)[C@H:5]([C:14]2[CH:19]=[CH:18][CH:17]=[CH:16][CH:15]=2)[N:4]([C:20]([O:22][C:23]([CH3:26])([CH3:25])[CH3:24])=[O:21])[CH2:3]1.C[Si]([N-][Si](C)(C)C)(C)C.[K+].[CH2:37](Br)[CH:38]=[CH2:39].[Cl-].[NH4+]>C1COCC1.C1(C)C=CC=CC=1.C(OCC)(=O)C>[CH2:39]([C@H:3]1[C:2](=[O:1])[O:7][C@H:6]([C:8]2[CH:13]=[CH:12][CH:11]=[CH:10][CH:9]=2)[C@H:5]([C:14]2[CH:15]=[CH:16][CH:17]=[CH:18][CH:19]=2)[N:4]1[C:20]([O:22][C:23]([CH3:26])([CH3:25])[CH3:24])=[O:21])[CH:38]=[CH2:37] |f:1.2,4.5|. Procedure details: 10 g of tert-butyl (5S,6R)-2-oxo-5,6-diphenylmorpholine-4-carboxylate were dissolved in 200 ml of THF and cooled to −78° C. 63 ml of a 0.5 M solution of KHMDS in toluene were added dropwise and, after stirring for 10 min, 3.7 ml of allyl bromide were added dropwise. The mixture was allowed to warm from −78° C. to −20° C. over the course of 3 h, and the reaction was then stopped by adding 300 ml of a saturated ammonium chloride solution. 200 ml of ethyl acetate were added, and the phases were sep... Starting materials: COC(=O)CCC(=O)Cl, O, CCOC(=O)C1CNc2cccc(NC(=O)c3ccc(OCCCCc4ccccc4)cc3)c2O1, c1ccncc1. Product: CCOC(=O)C1CN(C(=O)CCC(=O)OC)c2cccc(NC(=O)c3ccc(OCCCCc4ccccc4)cc3)c2O1. RXN SMILES: [C:36](=[O:37])([O:38][CH3:39])[CH2:40][CH2:41][C:42](=[O:43])[Cl:44].[OH2:45].[c:1]1([CH2:7][CH2:8][CH2:9][CH2:10][O:11][c:12]2[cH:13][cH:14][c:15]([C:16](=[O:17])[NH:18][c:19]3[cH:20][cH:21][cH:22][c:23]4[c:28]3[O:27][CH:26]([C:29](=[O:30])[O:31][CH2:32][CH3:33])[CH2:25][NH:24]4)[cH:34][cH:35]2)[cH:2][cH:3][cH:4][cH:5][cH:6]1.[cH:46]1[cH:47][cH:48][n:49][cH:50][cH:51]1>>[c:1]1([CH2:7][CH2:8][CH2:9][CH2:10][O:11][c:12]2[cH:13][cH:14][c:15]([C:16](=[O:17])[NH:18][c:19]3[cH:20][cH:21][cH:22][c:23]4[c:28]3[O:27][CH:26]([C:29](=[O:30])[O:31][CH2:32][CH3:33])[CH2:25][N:24]4[C:42]([CH2:41][CH2:40][C:36](=[O:37])[O:38][CH3:39])=[O:43])[cH:34][cH:35]2)[cH:2][cH:3][cH:4][cH:5][cH:6]1. Starting materials: Nc1ccc2c(c1)OCCO2, CCOc1ccc(Nc2nc(Cl)ncc2F)cc1, OCCO. Yields the product CCOc1ccc(Nc2nc(Nc3ccc4c(c3)OCCO4)ncc2F)cc1. Reaction SMILES: [CH2:19]1[O:20][c:21]2[cH:22][c:23]([NH2:24])[cH:25][cH:26][c:27]2[O:28][CH2:29]1.[Cl:1][c:2]1[n:3][cH:4][c:5]([F:18])[c:6]([NH:8][c:9]2[cH:10][cH:11][c:12]([O:15][CH2:16][CH3:17])[cH:13][cH:14]2)[n:7]1.[OH:30][CH2:31][CH2:32][OH:33]>>[c:2]1([NH:24][c:23]2[cH:22][c:21]3[c:27]([cH:26][cH:25]2)[O:28][CH2:29][CH2:19][O:20]3)[n:3][cH:4][c:5]([F:18])[c:6]([NH:8][c:9]2[cH:10][cH:11][c:12]([O:15][CH2:16][CH3:17])[cH:13][cH:14]2)[n:7]1.